From a dataset of the Open Reaction Database (ORD), a public repository of structured organic reaction records. describe an organic reaction: reactants, conditions, products, and yield Reactants: CC(C)(C)[PH+](C(C)(C)C)C(C)(C)C, C1COCCO1, C=C(C)C(=O)OC, NC(C1CCCCC1)C1CCCCC1, Cc1cccc(C)c1Cl, O=C(C=Cc1ccccc1)C=Cc1ccccc1, O=C(C=Cc1ccccc1)C=Cc1ccccc1, O=C(C=Cc1ccccc1)C=Cc1ccccc1, [Pd], [Pd], Cc1ccc([B-](c2ccc(C)cc2)(c2ccc(C)cc2)c2ccc(C)cc2)cc1. Product: COC(=O)C(C)=Cc1c(C)cccc1C. As a reaction SMILES: [C:60]([PH+:61]([C:62]([CH3:63])([CH3:64])[CH3:65])[C:66]([CH3:67])([CH3:68])[CH3:69])([CH3:70])([CH3:71])[CH3:72].[CH2:129]1[O:130][CH2:131][CH2:132][O:133][CH2:134]1.[CH3:10][O:11][C:12](=[O:13])[C:14]([CH3:15])=[CH2:16].[CH:17]1([CH:18]([NH2:19])[CH:20]2[CH2:21][CH2:22][CH2:23][CH2:24][CH2:25]2)[CH2:26][CH2:27][CH2:28][CH2:29][CH2:30]1.[Cl:1][c:2]1[c:3]([CH3:9])[cH:4][cH:5][cH:6][c:7]1[CH3:8].[O:111]=[C:112]([CH:113]=[CH:114][c:115]1[cH:116][cH:117][cH:118][cH:119][cH:120]1)[CH:121]=[CH:122][c:123]1[cH:124][cH:125][cH:126][cH:127][cH:128]1.[O:75]=[C:76]([CH:77]=[CH:78][c:79]1[cH:80][cH:81][cH:82][cH:83][cH:84]1)[CH:85]=[CH:86][c:87]1[cH:88][cH:89][cH:90][cH:91][cH:92]1.[O:93]=[C:94]([CH:95]=[CH:96][c:97]1[cH:98][cH:99][cH:100][cH:101][cH:102]1)[CH:103]=[CH:104][c:105]1[cH:106][cH:107][cH:108][cH:109][cH:110]1.[Pd:73].[Pd:74].[c:31]1([CH3:32])[cH:33][cH:34][c:35]([B-:36]([c:37]2[cH:38][cH:39][c:40]([CH3:41])[cH:42][cH:43]2)([c:44]2[cH:45][cH:46][c:47]([CH3:48])[cH:49][cH:50]2)[c:51]2[cH:52][cH:53][c:54]([CH3:55])[cH:56][cH:57]2)[cH:58][cH:59]1>>[c:2]1([CH:15]=[C:14]([C:12]([O:11][CH3:10])=[O:13])[CH3:16])[c:3]([CH3:9])[cH:4][cH:5][cH:6][c:7]1[CH3:8].